Dataset: the Open Reaction Database (ORD), a public repository of structured organic reaction records. Task: describe an organic reaction: reactants, conditions, products, and yield Reactants: CN1C2=C(C(=O)N(C1=O)C)NC(=N2)C3=CC=C(C=C3)S(=O)(=O)O (8-SPT), C1=NC2=C(N1[C@H]3C[C@@H]([C@H](O3)CO)O)N=CNC[C@H]2O (pentostatin), [OH-].[Na+] (NaOH), S(=O)(=O)(OCCCCCCCCCCCC)[O-].[Na+] (sodium dodecyl sulfate), N1C(=S)NC(=O)CC1=O (thiobarbituric acid), N1C(=S)NC(=O)CC1=O (thiobarbituric acid), N1C(=S)NC(=O)CC1=O (thiobarbituric acid), aqueous solution. The solvent is O (water), C(C)(=O)O (acetic acid). Run at temperature 950 celsius, time 30 second. The product is [C@@H]1([C@H](O)[C@H](O)[C@@H](CO)O1)N1C=NC=2C(N)=NC=NC12 (Adenosine), CN1C2=C(C(=O)N(C1=O)C)NC(=N2)C3=CC=C(C=C3)S(=O)(=O)O (8-SPT). As a reaction SMILES: [NH:1]1C(=O)CC(=O)NC1=S.S([O-])(OCCCCCCCCCCCC)(=O)=O.[Na+].[OH-:28].[Na+].[CH3:30][N:31]1[C:37](=[O:38])[N:36]([CH3:39])[C:34](=[O:35])[C:33]2[NH:40][C:41]([C:43]3[CH:48]=[CH:47][C:46]([S:49]([OH:52])(=[O:51])=[O:50])=[CH:45][CH:44]=3)=[N:42][C:32]1=2.[CH:53]1[N:57]([C@@H:58]2[O:62][C@H:61]([CH2:63][OH:64])[C@@H:60]([OH:65])[CH2:59]2)[C:56]2[N:66]=[CH:67][NH:68]C[C@@H:70](O)[C:55]=2[N:54]=1>O.C(O)(=O)C>[C@@H:58]1([N:57]2[C:56]3[N:66]=[CH:67][N:68]=[C:70]([NH2:1])[C:55]=3[N:54]=[CH:53]2)[O:62][C@H:61]([CH2:63][OH:64])[C@@H:60]([OH:65])[C@H:59]1[OH:28].[CH3:30][N:31]1[C:37](=[O:38])[N:36]([CH3:39])[C:34](=[O:35])[C:33]2[NH:40][C:41]([C:43]3[CH:44]=[CH:45][C:46]([S:49]([OH:52])(=[O:50])=[O:51])=[CH:47][CH:48]=3)=[N:42][C:32]1=2 |f:1.2,3.4|. Reported procedure: Concentrations of the products of lipid peroxidation [thiobarbituric acid reactive substances (TBARS)] were measured using the thiobarbituric acid reaction from representative samples of jejunum tissue of septic and control rats at 24 and 72 hours after sepsis induction. Tissue homogenate samples (0.2 ml; 10% w/v) were combined with 0.2 ml 8.1% sodium dodecyl sulfate, 1.5 ml of 20% acetic acid (the solution adjusted to pH 3.5 with NaOH), and 1.5 ml of 0.8% aqueous solution of thiobarbituric acid...